Dataset: the Open Reaction Database (ORD), a public repository of structured organic reaction records. Task: describe an organic reaction: reactants, conditions, products, and yield The reactants are CN1C(CCC1)=O (1-methyl-2-pyrrolidone), O1CCOCC1 (dioxan), O1CCOCC1 (dioxan), P(=O)(Cl)(Cl)Cl (phosphorus oxychloride), [N+](=O)([O-])C1=CC=C(O1)C1=NC=CC(=N1)NN (2-(5-nitro-2-furyl)-4-hydrazino-pyrimidine). Reaction conditions: time 1 hour. Yields the product CN(NC1=NC(=NC=C1)C=1OC(=CC1)[N+](=O)[O-])N1CCCC1 (1-Methyl-2-[2-(5-nitro-2-furyl)-4-pyrimidinyl]-hydrazino-pyrrolidine). As a reaction SMILES: C[N:2]1[CH2:6][CH2:5][CH2:4][C:3]1=O.P(Cl)(Cl)(Cl)=O.[N+:13]([C:16]1[O:20][C:19]([C:21]2[N:26]=[C:25]([NH:27][NH2:28])[CH:24]=[CH:23][N:22]=2)=[CH:18][CH:17]=1)([O-:15])=[O:14].O1CCOC[CH2:30]1>>[CH3:30][N:28]([N:2]1[CH2:6][CH2:5][CH2:4][CH2:3]1)[NH:27][C:25]1[CH:24]=[CH:23][N:22]=[C:21]([C:19]2[O:20][C:16]([N+:13]([O-:15])=[O:14])=[CH:17][CH:18]=2)[N:26]=1. Reported procedure: 2.08 ml. 1-methyl-2-pyrrolidone were dissolved in 8.6 ml. anhydrous dioxan, 1.92 ml. phosphorus oxychloride were added dropwise and the mixture was stirred for 1 hour at 25° - 30°C. 2.2 g. 2-(5-nitro-2-furyl)-4-hydrazino-pyrimidine were then added, a further 6.2 ml. anhydrous dioxan were added and the reaction mixture stirred for 1.5 hours at 30° - 35°C. The reaction mixture was then poured on to ice, filtered with activated charcoal and neutralized with a dilute aqueous solution of ammonia. The... Product: O=S1(N(CCN1)C1=CC=C(C=C1)C=1N(C2=CC(=CC=C2C1C#N)OC)CC)=O (2-[4-(1,1-dioxo-1λ6-[1,2,5]thiadiazolidin-2-yl)phenyl]-1-ethyl-6-methoxy-1H-indole-3-carbonitrile), compound 725. Reported procedure: To a solution of N-(2-chloro-ethyl)-N′-[4-(3-cyano-1-ethyl-6-methoxy-1H-indol-2-yl)phenyl]sulfamide (100 mg, 0.241 mmol) in anhydrous DMF (1.25 mL), is added potassium carbonate (71.0 mg, 0.514 mmol). The mixture is stirred at room temperature for 17 h, then diluted with water (7.5 mL). The reaction mixture is extracted with ethyl acetate (3×2 mL) and the extract is washed with water (2×2 mL), dried over MgSO4 and concentrated to give 2-[4-(1,1-dioxo-1λ6-[1,2,5]thiadiazolidin-2-yl)phenyl]-1-ethy... Reaction SMILES: Cl[CH2:2][CH2:3][NH:4][S:5]([NH:8][C:9]1[CH:14]=[CH:13][C:12]([C:15]2[N:16]([CH2:28][CH3:29])[C:17]3[C:22]([C:23]=2[C:24]#[N:25])=[CH:21][CH:20]=[C:19]([O:26][CH3:27])[CH:18]=3)=[CH:11][CH:10]=1)(=[O:7])=[O:6].C(=O)([O-])[O-].[K+].[K+]>CN(C=O)C.O>[O:6]=[S:5]1(=[O:7])[NH:4][CH2:3][CH2:2][N:8]1[C:9]1[CH:14]=[CH:13][C:12]([C:15]2[N:16]([CH2:28][CH3:29])[C:17]3[C:22]([C:23]=2[C:24]#[N:25])=[CH:21][CH:20]=[C:19]([O:26][CH3:27])[CH:18]=3)=[CH:11][CH:10]=1 |f:1.2.3|. The solvent is O (water), CN(C)C=O (DMF). The reactants are ClCCNS(=O)(=O)NC1=CC=C(C=C1)C=1N(C2=CC(=CC=C2C1C#N)OC)CC (N-(2-chloro-ethyl)-N′-[4-(3-cyano-1-ethyl-6-methoxy-1H-indol-2-yl)phenyl]sulfamide), C([O-])([O-])=O.[K+].[K+] (potassium carbonate). Conditions: time 17 hour.